From a dataset of the Open Reaction Database (ORD), a public repository of structured organic reaction records. describe an organic reaction: reactants, conditions, products, and yield Yields the product O1COC2=C1C=CC(=C2)C2C(CN(CC2)C(=O)OC(C)(C)C)OCC2=CC1=CC=CC=C1C=C2 (tert-butyl (3RS,4RS)-4-benzo[1,3 ]dioxol-5-yl-3-(naphthalen-2-ylmethoxy)-piperidine-1-carboxylate). Procedure: In an analogous manner to that described in Example 1(g), by alkylating tert-butyl (3RS,4RS)-4-benzo[1,3]dioxol-5-yl-3-hydroxy-piperidine-1-carboxylate with 2-bromomethylnaphthalene there was obtained tert-butyl (3RS,4RS)-4-benzo[1,3 ]dioxol-5-yl-3-(naphthalen-2-ylmethoxy)-piperidine-1-carboxylate as white crystals after crystallization from hexane; m.p.: 128-129° C. RXN SMILES: [O:1]1[C:5]2[CH:6]=[CH:7][C:8]([CH:10]3[CH2:15][CH2:14][N:13]([C:16]([O:18][C:19]([CH3:22])([CH3:21])[CH3:20])=[O:17])[CH2:12][CH:11]3[OH:23])=[CH:9][C:4]=2[O:3][CH2:2]1.Br[CH2:25][C:26]1[CH:35]=[CH:34][C:33]2[C:28](=[CH:29][CH:30]=[CH:31][CH:32]=2)[CH:27]=1>>[O:1]1[C:5]2[CH:6]=[CH:7][C:8]([CH:10]3[CH2:15][CH2:14][N:13]([C:16]([O:18][C:19]([CH3:20])([CH3:22])[CH3:21])=[O:17])[CH2:12][CH:11]3[O:23][CH2:25][C:26]3[CH:35]=[CH:34][C:33]4[C:28](=[CH:29][CH:30]=[CH:31][CH:32]=4)[CH:27]=3)=[CH:9][C:4]=2[O:3][CH2:2]1. The reactants are O1COC2=C1C=CC(=C2)C2C(CN(CC2)C(=O)OC(C)(C)C)O (tert-butyl (3RS,4RS)-4-benzo[1,3]dioxol-5-yl-3-hydroxy-piperidine-1-carboxylate), BrCC1=CC2=CC=CC=C2C=C1 (2-bromomethylnaphthalene). As a reaction SMILES: C1C=C(Cl)C=C(C(OO)=[O:9])C=1.[Br:12][C:13]1[CH:22]=[C:21]2[C:16]([C:17]3[N:25]4[CH2:26][CH2:27][CH2:28][N:29]([C:30]([O:32][C:33]([CH3:36])([CH3:35])[CH3:34])=[O:31])[C:24]4=[N:23][C:18]=3[CH:19]=[N:20]2)=[CH:15][CH:14]=1>C(Cl)(Cl)Cl.O>[Br:12][C:13]1[CH:22]=[C:21]2[C:16]([C:17]3[N:25]4[CH2:26][CH2:27][CH2:28][N:29]([C:30]([O:32][C:33]([CH3:36])([CH3:35])[CH3:34])=[O:31])[C:24]4=[N:23][C:18]=3[CH:19]=[N+:20]2[O-:9])=[CH:15][CH:14]=1. Procedure details: MCPBA (800 mg of approximately 60% pure material) was added to a solution of tert-butyl 3-bromo-10,11-dihydropyrimido[1′,2′:1,2]imidazo[4,5-c]quinoline-8(9H)-carboxylate (940 mg, 2.3 mmol) in chloroform (50 mL). The reaction was stirred for one hour at room temperature, and an analysis by LC/MS indicated the presence of starting material. Additional MCPBA (540 mg) was added, and the reaction was stirred for an additional 30 minutes and then diluted with water and chloroform. The aqueous layer wa... Yields the product BrC1=CC=C2C3=C(C=[N+](C2=C1)[O-])N=C1N3CCCN1C(=O)OC(C)(C)C (tert-butyl 3-bromo-5-oxido-10,11-dihydropyrimido[1′,2′:1,2]imidazo[4,5-c]quinoline-8(9H)-carboxylate). The solvent is O (water), C(Cl)(Cl)Cl (chloroform), C(Cl)(Cl)Cl (chloroform). Yield: 100.6%. The reactants are C1=CC(=CC(=C1)Cl)C(=O)OO (MCPBA), BrC1=CC=C2C3=C(C=NC2=C1)N=C1N3CCCN1C(=O)OC(C)(C)C (tert-butyl 3-bromo-10,11-dihydropyrimido[1′,2′:1,2]imidazo[4,5-c]quinoline-8(9H)-carboxylate), C1=CC(=CC(=C1)Cl)C(=O)OO (MCPBA). Reaction conditions: time 1 hour. Reactants: 4A, [B-][N+](C)(C)C (borane-trimethylamine complex), C(=O)(OC(C)(C)C)N1CCC(CC1)C=O (1-Boc-piperidine-4-carboxaldehyde), NC1=C(C(=O)NC2=NC=C(C=C2)Cl)C=C(C=C1)Cl (2-amino-5-chloro-N-(5-chloropyridin-2-yl)benzamide), C1(=CC=C(C=C1)S(=O)(=O)[O-])C.[NH+]1=CC=CC=C1 (pyridinium p-toluenesulfonate). The solvent is O (water), [OH-].[Na+] (NaOH), C1=CC=CC=C1 (benzene). Conditions: temperature 70 celsius. Product: C(=O)(OC(C)(C)C)N1CCC(CC1)CNC1=C(C(=O)NC2=NC=C(C=C2)Cl)C=C(C=C1)Cl (2-(1-boc-piperidin-4-ylmethylamino)-5-chloro-N-(5-chloropyridin-2-yl)benzamide). As a reaction SMILES: [C:1]([N:8]1[CH2:13][CH2:12][CH:11]([CH:14]=O)[CH2:10][CH2:9]1)([O:3][C:4]([CH3:7])([CH3:6])[CH3:5])=[O:2].[NH2:16][C:17]1[CH:32]=[CH:31][C:30]([Cl:33])=[CH:29][C:18]=1[C:19]([NH:21][C:22]1[CH:27]=[CH:26][C:25]([Cl:28])=[CH:24][N:23]=1)=[O:20].C1(C)C=CC(S([O-])(=O)=O)=CC=1.[NH+]1C=CC=CC=1.[B-][N+](C)(C)C>C1C=CC=CC=1.[OH-].[Na+].O>[C:1]([N:8]1[CH2:9][CH2:10][CH:11]([CH2:14][NH:16][C:17]2[CH:32]=[CH:31][C:30]([Cl:33])=[CH:29][C:18]=2[C:19]([NH:21][C:22]2[CH:27]=[CH:26][C:25]([Cl:28])=[CH:24][N:23]=2)=[O:20])[CH2:12][CH2:13]1)([O:3][C:4]([CH3:5])([CH3:6])[CH3:7])=[O:2] |f:2.3,6.7|. Procedure details: To a solution of 1-Boc-piperidine-4-carboxaldehyde (3.5 g, 14 mmol) and 2-amino-5-chloro-N-(5-chloropyridin-2-yl)benzamide (3.9 g, 14 mmol) in benzene (250 mL), a catalytic amount of pyridinium p-toluenesulfonate (0.35 g, 1.4 mmol) was added, followed by 4A molecular sieves. The reaction mixture was heated at reflux for 48 h with azeotropic removal of water. The mixture was subsequently filtered through a pad of diatomaceous earth, washing well with ethyl acetate. The filtrate was concentrated i... Reactants: NC1=C2C(OC(C2=CC=C1)=CC(=O)OCC)=O (ethyl (4-amino-3-oxo-3H-isobenzofuran-1-ylidene)-acetate). The reagents and catalysts are [Pd] (palladium on activated charcoal). The solvent is CO (methanol). Conditions: time 3 hour. Product: NC1=C2C(OC(C2=CC=C1)CC(=O)OCC)=O (ethyl (4-amino-3-oxo-1,3-dihydro-isobenzofuran-1-yl)-acetate). RXN SMILES: [NH2:1][C:2]1[CH:10]=[CH:9][CH:8]=[C:7]2[C:3]=1[C:4](=[O:17])[O:5][C:6]2=[CH:11][C:12]([O:14][CH2:15][CH3:16])=[O:13]>CO.[Pd]>[NH2:1][C:2]1[CH:10]=[CH:9][CH:8]=[C:7]2[C:3]=1[C:4](=[O:17])[O:5][CH:6]2[CH2:11][C:12]([O:14][CH2:15][CH3:16])=[O:13]. Procedure: 120 mg (0.51 mmol) ethyl (4-amino-3-oxo-3H-isobenzofuran-1-ylidene)-acetate are dissolved in 50 ml of methanol and combined with 50 mg palladium on activated charcoal (10% Pd). The reaction mixture is hydrogenated for 3 h at 2 bar H2 pressure and 25° C. Then the catalyst is filtered off and the solvent is eliminated in vacuo. The reactants are CC1=NC(C2C(=N1)CN(CC2)CC2=CC=CC=C2)=O (2-methyl-7-(phenylmethyl)-5,6,7,8-tetrahydropyrido[3,4-d]pyrimidin-4(4aH)-one), P(=O)(Cl)(Cl)Cl (phosphorous oxychloride), N1CCCCC1 (piperidine). The solvent is C(C)O (ethanol). Reaction conditions: time 72 hour. Yields the product CC=1N=C(C2=C(N1)CN(CC2)CC2=CC=CC=C2)N2CCCCC2 (2-methyl-7-(phenylmethyl)-4-piperidin-1-yl-5,6,7,8-tetrahydropyrido[3,4-d]pyrimidine). RXN SMILES: [CH3:1][C:2]1[N:7]=[C:6]2[CH2:8][N:9]([CH2:12][C:13]3[CH:18]=[CH:17][CH:16]=[CH:15][CH:14]=3)[CH2:10][CH2:11][CH:5]2[C:4](=O)[N:3]=1.P(Cl)(Cl)(Cl)=O.[NH:25]1[CH2:30][CH2:29][CH2:28][CH2:27][CH2:26]1>C(O)C>[CH3:1][C:2]1[N:3]=[C:4]([N:25]2[CH2:30][CH2:29][CH2:28][CH2:27][CH2:26]2)[C:5]2[CH2:11][CH2:10][N:9]([CH2:12][C:13]3[CH:18]=[CH:17][CH:16]=[CH:15][CH:14]=3)[CH2:8][C:6]=2[N:7]=1. Reported procedure: 2-methyl-7-(phenylmethyl)-5,6,7,8-tetrahydropyrido[3,4-d]pyrimidin-4(4aH)-one (Preparation 85, 19 g) and phosphorous oxychloride (150 ml) was heated for 1.5 h. The reaction mixture was concentrated and poured onto ice. Sodium carbonate was added to adjust pH to 10, and the product was extracted with chloroform. The organic extracts were concentrated and then purified by passing through a thick pad of florisil (5 cm diameter) the product was eluted with chloroform. Evaporation gave a dark red oil...